From a dataset of the Open Reaction Database (ORD), a public repository of structured organic reaction records. describe an organic reaction: reactants, conditions, products, and yield Reactants: C(C)OC(=O)N1CCC2=C(CC1)C(=C(S2)C(C)(C)C)C (2-tert-Butyl-3-methyl-4,5,7,8-tetrahydro-thieno[2,3-d]azepine-6-carboxylic acid ethyl ester), CCO (EtOH), [OH-].[K+] (KOH). The solvent is O (water). Run at temperature 100 celsius. Yields the product C(C)(C)(C)C1=C(C2=C(CCNCC2)S1)C (2-tert-Butyl-3-methyl-5,6,7,8-tetrahydro-4H-thieno[2,3-d]azepine). RXN SMILES: C(OC([N:6]1[CH2:12][CH2:11][C:10]2[C:13]([CH3:20])=[C:14]([C:16]([CH3:19])([CH3:18])[CH3:17])[S:15][C:9]=2[CH2:8][CH2:7]1)=O)C.CCO.[OH-].[K+]>O>[C:16]([C:14]1[S:15][C:9]2[CH2:8][CH2:7][NH:6][CH2:12][CH2:11][C:10]=2[C:13]=1[CH3:20])([CH3:19])([CH3:18])[CH3:17] |f:2.3|. Reported procedure: The product of step b) was treated with 2 mL each of EtOH and 40% aqueous KOH. After heating to 100° C. for 12 hours, the reaction was cooled, diluted with water, and extracted 2× into DCM. The title product was purified by preparative HPLC-MS. MS: ESI (positive): 224 (M+H). Reported procedure: 1-Methylhydrazinecarboxamide was acylated with isobutyryl chloride in triethylamine and dichloromethane to give 2-isobutyryl-1-methylhydrazinecarboxamide. RXN SMILES: [CH3:1][N:2]([C:4]([NH2:6])=[O:5])[NH2:3].[C:7](Cl)(=[O:11])[CH:8]([CH3:10])[CH3:9]>C(N(CC)CC)C.ClCCl>[C:7]([NH:3][N:2]([CH3:1])[C:4]([NH2:6])=[O:5])(=[O:11])[CH:8]([CH3:10])[CH3:9]. Solvent: ClCCl (dichloromethane), C(C)N(CC)CC (triethylamine). The reactants are CN(N)C(=O)N (1-Methylhydrazinecarboxamide), C(C(C)C)(=O)Cl (isobutyryl chloride). Yields the product C(C(C)C)(=O)NN(C(=O)N)C (2-isobutyryl-1-methylhydrazinecarboxamide). The reactants are C([O-])([O-])=O.[K+].[K+] (Potassium carbonate), [I-].[K+] (potassium iodide), Cl.ClCCN1CCOCC1 (N-(2-chloroethyl)morpholine hydrochloride), C(C1=CC=CC=C1)OC1=C(C(=O)NC2=C(C(=O)OC(C)(C)C)C=CC(=C2)C2=CC=CC=C2)C=C(C=C1)O (tert-butyl 2-(2-(benzyloxy)-5-hydroxybenzamido)-4-phenylbenzoate). Solvent: CN(C(C)=O)C (N,N-dimethylacetamide), C(C)(=O)OCC (ethyl acetate), O (water). Conditions: temperature 100 celsius, time 1 hour. Product: C(C1=CC=CC=C1)OC1=C(C(=O)NC2=C(C(=O)OC(C)(C)C)C=CC(=C2)C2=CC=CC=C2)C=C(C=C1)OCCN1CCOCC1 (tert-butyl 2-(2-(benzyloxy)-5-(2-(morpholin-4-yl)ethoxy)benzamido)-4-phenylbenzoate). Yield: 52.5%. As a reaction SMILES: C(=O)([O-])[O-].[K+].[K+].[I-].[K+].Cl.Cl[CH2:11][CH2:12][N:13]1[CH2:18][CH2:17][O:16][CH2:15][CH2:14]1.[CH2:19]([O:26][C:27]1[CH:54]=[CH:53][C:52]([OH:55])=[CH:51][C:28]=1[C:29]([NH:31][C:32]1[CH:44]=[C:43]([C:45]2[CH:50]=[CH:49][CH:48]=[CH:47][CH:46]=2)[CH:42]=[CH:41][C:33]=1[C:34]([O:36][C:37]([CH3:40])([CH3:39])[CH3:38])=[O:35])=[O:30])[C:20]1[CH:25]=[CH:24][CH:23]=[CH:22][CH:21]=1>C(OCC)(=O)C.O.CN(C)C(=O)C>[CH2:19]([O:26][C:27]1[CH:54]=[CH:53][C:52]([O:55][CH2:11][CH2:12][N:13]2[CH2:18][CH2:17][O:16][CH2:15][CH2:14]2)=[CH:51][C:28]=1[C:29]([NH:31][C:32]1[CH:44]=[C:43]([C:45]2[CH:50]=[CH:49][CH:48]=[CH:47][CH:46]=2)[CH:42]=[CH:41][C:33]=1[C:34]([O:36][C:37]([CH3:40])([CH3:39])[CH3:38])=[O:35])=[O:30])[C:20]1[CH:25]=[CH:24][CH:23]=[CH:22][CH:21]=1 |f:0.1.2,3.4,5.6|. Procedure: Potassium carbonate (0.075 g), potassium iodide (0.090 g), and N-(2-chloroethyl)morpholine hydrochloride (0.041 g) were added to an N,N-dimethylacetamide (1.8 mL) solution of tert-butyl 2-(2-(benzyloxy)-5-hydroxybenzamido)-4-phenylbenzoate (0.090 g), followed by stirring at 100° C. for 1 hour. The reaction mixture was cooled to room temperature, and then water and ethyl acetate were added thereto. The organic layer was separated, washed with a saturated aqueous solution of sodium bicarbonate, an... The reactants are C1=CC=CC=2C3=CC=CC=C3C(C12)COC(=O)N[C@@H](C(C(C)C)C)C(=O)O (N-[(9-fluorenyl)methoxycarbonyl]-3-methyl-L-leucine), OC1=CC=CC=2NN=NC21 (hydroxybenzotriazole), Cl.CN(CCCN=C=NCC)C (1-(3-dimethylaminopropyl)-3-ethylcarbodiimide hydrochloride), C1=CC=CC=2C3=CC=CC=C3C(C12)COC(=O)N[C@@H](CC(C)C)C(=O)N[C@@H](CC#C)C(OC)OC (N2-[(9-fluorenyl)methoxycarbonyl]-N1-[1(S)-(dimethoxymethyl)-3-butynyl]-L-leucinamide), N1CCCCC1 (piperidine). Solvent: ClCCl (dichloromethane), ClCCl (dichloromethane). Reaction conditions: time 18 hour. Yields the product C1=CC=CC=2C3=CC=CC=C3C(C12)COC(=O)N[C@@H](C(C)(C)C)C(=O)N[C@@H](CC(C)C)C(=O)N[C@@H](CC#C)C(OC)OC (N2-[N-[(9-fluorenyl)methoxycarbonyl]-3-methyl-L-valyl]-N1-[1(S)-(dimethoxymethyl)-3-butynyl]-L-leucinamide). RXN SMILES: C1C2C(COC([NH:18][C@H:19]([C:24]([NH:26][C@H:27]([CH:31]([O:34][CH3:35])[O:32][CH3:33])[CH2:28][C:29]#[CH:30])=[O:25])[CH2:20][CH:21]([CH3:23])[CH3:22])=O)C3C(=CC=CC=3)C=2C=CC=1.N1CCCC[CH2:37]1.C1C2[CH:53]([CH2:55][O:56][C:57]([NH:59][C@H:60]([C:66]([OH:68])=O)[CH:61]([CH3:65])[CH:62](C)C)=[O:58])[C:52]3[C:47](=[CH:48][CH:49]=[CH:50][CH:51]=3)C=2C=CC=1.O[C:70]1[C:78]2N=NN[C:74]=2[CH:73]=[CH:72][CH:71]=1.Cl.CN(C)CCCN=C=NCC>ClCCl>[CH:70]1[C:78]2[CH:53]([CH2:55][O:56][C:57]([NH:59][C@H:60]([C:66]([NH:18][C@H:19]([C:24]([NH:26][C@H:27]([CH:31]([O:32][CH3:33])[O:34][CH3:35])[CH2:28][C:29]#[CH:30])=[O:25])[CH2:20][CH:21]([CH3:23])[CH3:22])=[O:68])[C:61]([CH3:62])([CH3:65])[CH3:37])=[O:58])[C:52]3[C:51](=[CH:50][CH:49]=[CH:48][CH:47]=3)[C:74]=2[CH:73]=[CH:72][CH:71]=1 |f:4.5|. Procedure details: 525 mg (1.1 mmol) of N2-[(9-fluorenyl)methoxycarbonyl]-N1-[1(S)-(dimethoxymethyl)-3-butynyl]-L-leucinamide were dissolved in 20 ml of dichloromethane and 5 ml of piperidine and the mixture was stirred at room temperature for 30 minutes.The mixture was evaporated to dryness and the residue was chromatographed on silica gel using firstly ethyl acetate/petrol (1:1) and then methanol/dichloromethane (1:9) for the elution. Evaporation of the dichloromethane solution gave a gum which was added to a so... Starting materials: CCOC(=O)c1cc(Cl)c(N)c(Cl)c1, O. The product is Nc1c(Cl)cccc1Cl. RXN SMILES: [Cl:1][c:2]1[cH:3][c:4]([C:5]([O:6][CH2:7][CH3:8])=[O:9])[cH:10][c:11]([Cl:14])[c:12]1[NH2:13].[OH2:15]>>[Cl:1][c:2]1[cH:3][cH:4][cH:10][c:11]([Cl:14])[c:12]1[NH2:13].